From a dataset of the Open Reaction Database (ORD), a public repository of structured organic reaction records. describe an organic reaction: reactants, conditions, products, and yield Starting materials: Cl (hydrochloric acid), O1CCOCC1 (dioxane), C(C)N1N=C(C=C1OC1=CC=C(C=C1)C(F)(F)F)C=1C=C(C=CC1)C1(COC1)NS(=O)C(C)(C)C (N-[3-(3-{1-ethyl-5-[4-(trifluoromethyl)phenoxy]-1H-pyrazol-3-yl}phenyl)oxetan-3-yl]-2-methylpropane-2-sulfinamide). Run at time 15 minute. Solvent: CO (methanol). Procedure: A solution of hydrochloric acid in dioxane (4 M, 1.55 mL, 6.2 mmol, 4.0 equiv) was added to a solution of N-[3-(3-{1-ethyl-5-[4-(trifluoromethyl)phenoxy]-1H-pyrazol-3-yl}phenyl)oxetan-3-yl]-2-methylpropane-2-sulfinamide (785 mg, 1.55 mmol, 1 equiv) in methanol (3.5 mL) at 22° C. The reaction mixture was stirred for 15 minutes, then was partitioned between ethyl acetate and saturated aqueous sodium bicarbonate solution. The organic layer was washed with saturated aqueous sodium chloride solution,... Yields the product C(C)N1N=C(C=C1OC1=CC=C(C=C1)C(F)(F)F)C=1C=C(C=CC1)C1(COC1)N (3-(3-{1-ethyl-5-[4-(trifluoromethyl)phenoxy]-1H-pyrazol-3-yl}phenyl)oxetan-3-amine). Reaction SMILES: Cl.O1CCOCC1.[CH2:8]([N:10]1[C:14]([O:15][C:16]2[CH:21]=[CH:20][C:19]([C:22]([F:25])([F:24])[F:23])=[CH:18][CH:17]=2)=[CH:13][C:12]([C:26]2[CH:27]=[C:28]([C:32]3([NH:36]S(C(C)(C)C)=O)[CH2:35][O:34][CH2:33]3)[CH:29]=[CH:30][CH:31]=2)=[N:11]1)[CH3:9]>CO>[CH2:8]([N:10]1[C:14]([O:15][C:16]2[CH:21]=[CH:20][C:19]([C:22]([F:23])([F:24])[F:25])=[CH:18][CH:17]=2)=[CH:13][C:12]([C:26]2[CH:27]=[C:28]([C:32]3([NH2:36])[CH2:35][O:34][CH2:33]3)[CH:29]=[CH:30][CH:31]=2)=[N:11]1)[CH3:9]. The reactants are ClC1=NC2=CC=C(C=C2C=C1C)[N+](=O)[O-] (2-chloro-3-methyl-6-nitroquinoline), C(C)N (ethylamine), CO (methanol). The product is C(C)NC1=NC2=CC=C(C=C2C=C1C)[N+](=O)[O-] (N-ethyl-3-methyl-6-nitroquinolin-2-amine). As a reaction SMILES: Cl[C:2]1[C:11]([CH3:12])=[CH:10][C:9]2[C:4](=[CH:5][CH:6]=[C:7]([N+:13]([O-:15])=[O:14])[CH:8]=2)[N:3]=1.[CH2:16]([NH2:18])[CH3:17].CO>>[CH2:16]([NH:18][C:2]1[C:11]([CH3:12])=[CH:10][C:9]2[C:4](=[CH:5][CH:6]=[C:7]([N+:13]([O-:15])=[O:14])[CH:8]=2)[N:3]=1)[CH3:17]. Procedure: The product (1 g, 4.5 mmol) from Step A and a solution of 2N ethylamine in methanol (5 mL, 25 mmol) were used to prepare the product according to the procedure of Example 1, Step C. Reactants: N1=CC=CC=C1 (pyridine), CS(=O)(=O)Cl (methanesulfonyl chloride), OCCCC12CCC(CC1)(CC2)C(=O)OC (methyl 4-(3-hydroxypropyl)bicyclo[2.2.2]octane-1-carboxylate). As a reaction SMILES: [OH:1][CH2:2][CH2:3][CH2:4][C:5]12[CH2:12][CH2:11][C:8]([C:13]([O:15][CH3:16])=[O:14])([CH2:9][CH2:10]1)[CH2:7][CH2:6]2.N1C=CC=CC=1.[CH3:23][S:24](Cl)(=[O:26])=[O:25]>C(Cl)Cl.C(OCC)(=O)C>[CH3:23][S:24]([O:1][CH2:2][CH2:3][CH2:4][C:5]12[CH2:10][CH2:9][C:8]([C:13]([O:15][CH3:16])=[O:14])([CH2:11][CH2:12]1)[CH2:7][CH2:6]2)(=[O:26])=[O:25]. Solvent: C(C)(=O)OCC (ethyl acetate), C(Cl)Cl (methylene chloride). Reported procedure: Hydroxyester 11-4 (430 mg, 1.9 mmol) was dissolved in 2.5 mL of anhydrous methylene chloride under nitrogen atmosphere, treated with pyridine (0.5 mL) and methanesulfonyl chloride (0.368 mL, 4.8 mmol) and stirred for 4 h at room temperature. The mixture was diluted with 100 mL of ethyl acetate and washed with 1N aqueous HCl, saturated aqueous sodium bicarbonate, and brine. The organic layer was dried over anhydrous sodium sulfate and evaporated. The crude methyl 4-{3-[(methylsulfonyl)oxy]propyl}... Reaction conditions: time 4 hour. The product is CS(=O)(=O)OCCCC12CCC(CC1)(CC2)C(=O)OC (methyl 4-{3-[(methylsulfonyl)oxy]propyl}bicyclo-[2.2.2]octane-1-carboxylate).